From a dataset of the Open Reaction Database (ORD), a public repository of structured organic reaction records. describe an organic reaction: reactants, conditions, products, and yield Reactants: C[Si](C)(C)C(F)(F)F (trimethylsilyltrifluoro-methane), [F-].[Cs+] (caesium fluoride), COC(=O)C1=NC=CN=C1 (Pyrazine carboxylate methyl ester). Run in C(OC)COC (dimethoxy ethane). Product: FC(C(=O)C1=NC=CN=C1)(F)F (2,2,2-trifluoro-1-(pyrazin-2-yl)ethanone). RXN SMILES: CO[C:3]([C:5]1[CH:10]=[N:9][CH:8]=[CH:7][N:6]=1)=[O:4].C[Si]([C:15]([F:18])([F:17])[F:16])(C)C.[F-].[Cs+]>C(COC)OC>[F:16][C:15]([F:18])([F:17])[C:3]([C:5]1[CH:10]=[N:9][CH:8]=[CH:7][N:6]=1)=[O:4] |f:2.3|. Reported procedure: Pyrazine carboxylate methyl ester (7 g) was dissolved in dimethoxy ethane (monoglyme) (20 mL) and treated at room temperature with trimethylsilyltrifluoro-methane (10 mL; 1.44 eq) and caesium fluoride (0.77 g; 0.1 eq) that had been freshly dried at for 10 minutes under vacuum while being heated with a heat gun. After 18 hours at room temperature the reaction mixture was concentrated under reduced pressure at room temperature, and the residue was dissolved in tetrahydrofuran (50 mL) and acetic ac... The reactants are CCN(CC)C(=O)c1ccc(F)c([N+](=O)[O-])c1, CCO, NCCc1ccccc1. The product is CCN(CC)C(=O)c1ccc(NCCc2ccccc2)c([N+](=O)[O-])c1. RXN SMILES: [CH2:1]([CH3:2])[N:3]([C:4]([c:5]1[cH:6][c:7]([N+:12](=[O:13])[O-:14])[c:8]([F:11])[cH:9][cH:10]1)=[O:15])[CH2:16][CH3:17].[CH3:27][CH2:28][OH:29].[NH2:18][CH2:19][CH2:20][c:21]1[cH:22][cH:23][cH:24][cH:25][cH:26]1>>[CH2:1]([CH3:2])[N:3]([C:4]([c:5]1[cH:6][c:7]([N+:12](=[O:13])[O-:14])[c:8]([NH:18][CH2:19][CH2:20][c:21]2[cH:22][cH:23][cH:24][cH:25][cH:26]2)[cH:9][cH:10]1)=[O:15])[CH2:16][CH3:17]. Starting materials: CC(=O)OC(C)=O, CCOC(C)=O, O, CCCCCCCCCCCCCCC(O)C(=O)O, c1ccncc1. The product is CCCCCCCCCCCCCCC(OC(C)=O)C(=O)O. As a reaction SMILES: [CH3:20][C:21](=[O:22])[O:23][C:24](=[O:25])[CH3:26].[CH3:27][CH2:28][O:29][C:30](=[O:31])[CH3:32].[OH2:33].[OH:1][CH:2]([C:3](=[O:4])[OH:5])[CH2:6][CH2:7][CH2:8][CH2:9][CH2:10][CH2:11][CH2:12][CH2:13][CH2:14][CH2:15][CH2:16][CH2:17][CH2:18][CH3:19].[cH:34]1[cH:35][cH:36][n:37][cH:38][cH:39]1>>[O:1]([CH:2]([C:3](=[O:4])[OH:5])[CH2:6][CH2:7][CH2:8][CH2:9][CH2:10][CH2:11][CH2:12][CH2:13][CH2:14][CH2:15][CH2:16][CH2:17][CH2:18][CH3:19])[C:21]([CH3:20])=[O:22]. Starting materials: CC(C)NCCCCO, Clc1cnc(-c2ccccc2)c(-c2ccccc2)n1, O. The product is CC(C)N(CCCCO)c1cnc(-c2ccccc2)c(-c2ccccc2)n1. As a reaction SMILES: [CH:20]([CH3:21])([CH3:22])[NH:23][CH2:24][CH2:25][CH2:26][CH2:27][OH:28].[Cl:1][c:2]1[n:3][c:4](-[c:14]2[cH:15][cH:16][cH:17][cH:18][cH:19]2)[c:5](-[c:8]2[cH:9][cH:10][cH:11][cH:12][cH:13]2)[n:6][cH:7]1.[OH2:29]>>[c:2]1([N:23]([CH:20]([CH3:21])[CH3:22])[CH2:24][CH2:25][CH2:26][CH2:27][OH:28])[n:3][c:4](-[c:14]2[cH:15][cH:16][cH:17][cH:18][cH:19]2)[c:5](-[c:8]2[cH:9][cH:10][cH:11][cH:12][cH:13]2)[n:6][cH:7]1. Reactants: C(N)(=S)C=1C(N(C=CC1)C[C@@H]1CN(CCO[C@H]1C1=CC(=C(C=C1)Cl)F)C(=O)OC(C)(C)C)=O (tert-butyl (6R,7R)-6-[(3-carbamothioyl-2-oxopyridin-1(2H)-yl)methyl]-7-(4-chloro-3-fluorophenyl)-1,4-oxazepane-4-carboxylate), C(NN)(=O)OC (methyl carbazate). Reaction SMILES: [C:1]([C:4]1[C:5](=[O:33])[N:6]([CH2:10][C@H:11]2[C@H:17]([C:18]3[CH:23]=[CH:22][C:21]([Cl:24])=[C:20]([F:25])[CH:19]=3)[O:16][CH2:15][CH2:14][N:13](C(OC(C)(C)C)=O)[CH2:12]2)[CH:7]=[CH:8][CH:9]=1)(=S)[NH2:2].[C:34]([O:38]C)(=O)[NH:35][NH2:36]>>[ClH:24].[Cl:24][C:21]1[CH:22]=[CH:23][C:18]([C@@H:17]2[O:16][CH2:15][CH2:14][NH:13][CH2:12][C@H:11]2[CH2:10][N:6]2[CH:7]=[CH:8][CH:9]=[C:4]([C:1]3[NH:2][C:34](=[O:38])[NH:35][N:36]=3)[C:5]2=[O:33])=[CH:19][C:20]=1[F:25] |f:2.3|. Product: Cl.ClC1=C(C=C(C=C1)[C@H]1[C@@H](CNCCO1)CN1C(C(=CC=C1)C1=NNC(N1)=O)=O)F (1-{[(6S,7R)-7-(4-chloro-3-fluorophenyl)-1,4-oxazepan-6-yl]methyl}-3-(5-oxo-4,5-dihydro-1H-1,2,4-triazol-3-yl)pyridin-2(1H)-one monohydrochloride). Procedure details: Using tert-butyl (6R,7R)-6-[(3-carbamothioyl-2-oxopyridin-1(2H)-yl)methyl]-7-(4-chloro-3-fluorophenyl)-1,4-oxazepane-4-carboxylate and methyl carbazate, and in the same manner as in Example 200, the title compound was obtained. The reactants are [N+](=O)([O-])C=1C=C(C=CC1)N1C(NC(C2=CC=CC=C12)=O)=O (1-(m-nitrophenyl)quinazoline-2,4(1H, 3H)-dione), CN(C=O)C (dimethylformamide), [H-].[Na+] (sodium hydride), S(=O)(=O)(OC)F (methyl fluorosulfate). Run in O (water). Reaction conditions: time 30 minute. Yields the product [N+](=O)([O-])C=1C=C(C=CC1)N1C(N(C(C2=CC=CC=C12)=O)C)=O (1-(m-nitrophenyl)- 3-methylquinazoline-2,4(1H, 3H)-dione). RXN SMILES: [N+:1]([C:4]1[CH:5]=[C:6]([N:10]2[C:19]3[C:14](=[CH:15][CH:16]=[CH:17][CH:18]=3)[C:13](=[O:20])[NH:12][C:11]2=[O:21])[CH:7]=[CH:8][CH:9]=1)([O-:3])=[O:2].[CH3:22]N(C)C=O.[H-].[Na+].S(F)(OC)(=O)=O>O>[N+:1]([C:4]1[CH:5]=[C:6]([N:10]2[C:19]3[C:14](=[CH:15][CH:16]=[CH:17][CH:18]=3)[C:13](=[O:20])[N:12]([CH3:22])[C:11]2=[O:21])[CH:7]=[CH:8][CH:9]=1)([O-:3])=[O:2] |f:2.3|. Procedure: To a solution of 2.8 g of 1-(m-nitrophenyl)quinazoline-2,4(1H, 3H)-dione and 30 ml of dimethylformamide was added 0.6 g of approximately 55 % sodium hydride, and the solution was stirred for 30 minutes at room temperature. To this was added 2.3 g of methyl fluorosulfate, and the whole was reacted for one hour at room temperature. After the reaction was complete, the solvent was distilled off from the reaction mixture under reduced pressure. To the residue obtained was added water to precipitate ... Starting materials: C(C1=CC=CC=C1)Cl (benzyl chloride), C(C)[S-].[Na+] (sodium ethanethiolate). The product is C1(=CC=CC=C1)CSCC (PhCH2SC2H5). RXN SMILES: [CH2:1](Cl)[C:2]1[CH:7]=[CH:6][CH:5]=[CH:4][CH:3]=1.[CH2:9]([S-:11])[CH3:10].[Na+]>>[C:2]1([CH2:1][S:11][CH2:9][CH3:10])[CH:7]=[CH:6][CH:5]=[CH:4][CH:3]=1 |f:1.2|. Procedure: Commercially available benzyl chloride and sodium ethanethiolate are subjected to a nucleophilic substitution reaction to produce PhCH2SC2H5 after isolation and purification. In a Parr pressure vessel, 2.0 g (0.013 moles) of PhCH2SC2H5 is added to 200 ml of t-butanol. With stirring, 2.94 g (0.026 moles) of potassium t-butoxide is slowly added. The head space is flushed with an inert gas before exposure to 60 psi NO gas. The reaction is allowed to proceed at room temperature for 24 hours or until...